From a dataset of the Open Reaction Database (ORD), a public repository of structured organic reaction records. describe an organic reaction: reactants, conditions, products, and yield The reactants are ClC=1SC(=C(N1)C(C(F)(F)F)(F)F)C(=O)OCC (Ethyl 2-Chloro-4-Pentafluoroethyl-5-Thiazolecarboxylate), C(CC(=O)C)(=O)OCC (ethyl acetoacetate), C(C)(=O)[O-].[Na+] (sodium acetate), FC(C(C#N)(F)F)(F)F (pentafluoropropionitrile). Solvent: O (water), CO (methanol). Yields the product C(C)(=O)C(C(=O)OCC)=C(C(C(F)(F)F)(F)F)N (ethyl 2-acetyl-3-amino-4,4,5,5,5-pentafluoro-2-pentenoate). Isolated yield 37.0%. As a reaction SMILES: ClC1S[C:4]([C:14]([O:16][CH2:17][CH3:18])=[O:15])=[C:5]([C:7]([F:13])([F:12])[C:8]([F:11])([F:10])[F:9])[N:6]=1.C(OCC)(=O)[CH2:20][C:21](C)=[O:22].C([O-])(=O)C.[Na+].FC(F)(F)C(F)(F)C#N>O.CO>[C:21]([C:4](=[C:5]([NH2:6])[C:7]([F:13])([F:12])[C:8]([F:11])([F:10])[F:9])[C:14]([O:16][CH2:17][CH3:18])=[O:15])(=[O:22])[CH3:20] |f:2.3|. Reported procedure: Preparation of Ethyl 2-Chloro-4-Pentafluoroethyl-5-Thiazolecarboxylate To a stirred mixture of 65 g (0.4995 mole) of ethyl acetoacetate, 200 ml. of methanol and 100 ml. of saturated sodium acetate at 50° C. was introduced 100 g (0.769 mole) of pentafluoropropionitrile in 3 hours. The reaction mixture was poured into 1200 ml. of water. An oil separated from the reaction mixture. The aqueous solution was extracted with ether. The ether solution was combined with the oil; dried (MgSO4) and concentr... The reactants are C(C)(C)(C)OC(=O)N1[C@@H](CC(C1)=NOC)C(=O)O ((2S,4EZ)-1-(tert-butoxycarbonyl)-4-(methoxyimino)-2-pyrrolidinecarboxylic acid), CN(CCCC(=O)Cl)C (4(dimethylamino)butanoyl chloride), N1CCCCC1 (piperidine). The product is CON=C1CN([C@@H](C1)C(=O)N1CCCCC1)C(CCCN(C)C)=O ((3EZ,5S)-1-[4-(dimethylamino)butanoyl]-5-(1-piperidinylcarbonyl)-3-pyrrolidinone O-methyloxime). RXN SMILES: C(O[C:6]([N:8]1[CH2:12][C:11](=[N:13][O:14][CH3:15])[CH2:10][C@H:9]1[C:16]([OH:18])=O)=[O:7])(C)(C)C.[CH3:19][N:20]([CH3:27])[CH2:21][CH2:22][CH2:23]C(Cl)=O.[NH:28]1[CH2:33][CH2:32][CH2:31][CH2:30][CH2:29]1>>[CH3:15][O:14][N:13]=[C:11]1[CH2:10][C@@H:9]([C:16]([N:28]2[CH2:33][CH2:32][CH2:31][CH2:30][CH2:29]2)=[O:18])[N:8]([C:6](=[O:7])[CH2:23][CH2:22][CH2:21][N:20]([CH3:27])[CH3:19])[CH2:12]1. Procedure details: Following the general method as outlined in Example 22, starting from (2S,4EZ)-1-(tert-butoxycarbonyl)-4-(methoxyimino)-2-pyrrolidinecarboxylic acid, 4(dimethylamino)butanoyl chloride, and piperidine the title compound was obtained in 100% purity by LC/MS. MS(ESI+): m/z=339.2. The reactants are Cl.N=CCOC(=O)CC(=O)OCC (Ethyl iminoethoxycarbonylacetate hydrochloride), NC(C(=O)N)C(=O)N (aminomalonamide). Solvent: CO (methanol). Run at time 1 hour. Yields the product C(N)(=O)C=1N=C(NC1O)CC(=O)OCC (ethyl 4-carbamoyl-5-hydroxy-1H-imidazole-2-acetate). Isolated yield 72.7%. As a reaction SMILES: Cl.N=CCO[C:6]([CH2:8][C:9]([O:11][CH2:12][CH3:13])=[O:10])=O.[NH2:14][CH:15]([C:19]([NH2:21])=[O:20])[C:16]([NH2:18])=[O:17]>CO>[C:19]([C:15]1[N:14]=[C:6]([CH2:8][C:9]([O:11][CH2:12][CH3:13])=[O:10])[NH:18][C:16]=1[OH:17])(=[O:20])[NH2:21] |f:0.1|. Procedure details: Ethyl iminoethoxycarbonylacetate hydrochloride (49.59 g) and aminomalonamide (24.7 g) were added to anhydrous methanol (500 ml) under ice-cooling while stirring. After stirring was continued for 1 hour, the mixture was refluxed for 41/2 hours and then cooled with ice. The precipitated crystals were collected, washed with ethanol and diisopropyl ether and dried under vacuum to give ethyl 4-carbamoyl-5-hydroxy-1H-imidazole-2-acetate (32.69 g, 72.7%). m.p. 241°-241.5° C. (decomposition) Starting materials: NCCNCCO (2-(2-aminoethylamino)ethanol), NC(=O)N (urea), N (ammonia). Run at temperature 230 celsius. The product is C1CN(C(=O)N1)CCO (hydroxyethylethyleneurea). Isolated yield 97.6%. As a reaction SMILES: [NH2:1][CH2:2][CH2:3][NH:4][CH2:5][CH2:6][OH:7].N[C:9](N)=[O:10].N>>[CH2:2]1[NH:1][C:9](=[O:10])[N:4]([CH2:5][CH2:6][OH:7])[CH2:3]1. Reported procedure: A mixture of 93.3 g of 2-(2-aminoethylamino)ethanol (0.9 moles) and 52.1 g of urea (0.87 moles) was heated slowly to 230° C. with stirring. The evolution of ammonia began when the temperature reached 130° C. The reaction mixture was heated at 230° C. for 2 hours. The mixture solidified to a light-yellow solid after it had cooled to room temperature to afford 110.5 g of hydroxyethylethyleneurea. Recrystallized from acetone, M.P.: 55-57.5° C.; 1H NMR (DMSO-d6): δ6.3 (s, 1H), 4.6 (s, 1H), 3.5-3.0 (... Reactants: CO, Cl, [Na+], [OH-], O=S(=O)(Nc1ccc(-c2nn(S(=O)(=O)c3ccccc3)c3c2Cc2ccccc2-3)cc1)c1ccccc1. The product is O=S(=O)(Nc1ccc(-c2n[nH]c3c2Cc2ccccc2-3)cc1)c1ccccc1. RXN SMILES: [CH3:41][OH:42].[ClH:40].[Na+:39].[OH-:38].[c:1]1([S:2](=[O:3])(=[O:4])[n:10]2[n:11][c:12](-[c:22]3[cH:23][cH:24][c:25]([NH:28][S:29](=[O:30])(=[O:31])[c:32]4[cH:33][cH:34][cH:35][cH:36][cH:37]4)[cH:26][cH:27]3)[c:13]3[c:14]2-[c:15]2[cH:16][cH:17][cH:18][cH:19][c:20]2[CH2:21]3)[cH:5][cH:6][cH:7][cH:8][cH:9]1>>[nH:10]1[n:11][c:12](-[c:22]2[cH:23][cH:24][c:25]([NH:28][S:29](=[O:30])(=[O:31])[c:32]3[cH:33][cH:34][cH:35][cH:36][cH:37]3)[cH:26][cH:27]2)[c:13]2[c:14]1-[c:15]1[cH:16][cH:17][cH:18][cH:19][c:20]1[CH2:21]2. The solvent is C(C)#N (acetonitrile). Reported procedure: A solution of di-tert-butyl L-aspartate (5.62 g-20 mmol), 2-bromoethanol (2.84 ml-40 mmol) and K2CO3 (5.6 g-40 mmol) in 100 ml of acetonitrile is heated at reflux for 16 hours. The mineral salts are filtered off and the solvent is removed by distillation in vacuo. The crude product so obtained is purified by flash chromatography on silica gel using a (95/5) dichloromethane/ethanol mixture as eluant. The expected product is obtained in the form of a colourless oil. As a reaction SMILES: [NH2:1][C@H:2]([C:11]([O:13][C:14]([CH3:17])([CH3:16])[CH3:15])=[O:12])[CH2:3][C:4]([O:6][C:7]([CH3:10])([CH3:9])[CH3:8])=[O:5].Br[CH2:19][CH2:20][OH:21].C([O-])([O-])=O.[K+].[K+]>C(#N)C>[OH:21][CH2:20][CH2:19][NH:1][C@@H:2]([CH2:3][C:4]([O:6][C:7]([CH3:9])([CH3:10])[CH3:8])=[O:5])[C:11]([O:13][C:14]([CH3:17])([CH3:16])[CH3:15])=[O:12] |f:2.3.4|. Yields the product OCCN[C@H](C(=O)OC(C)(C)C)CC(=O)OC(C)(C)C (Di-tert-butyl (2S)-2-[(2-hydroxyethyl)amino]succinate). Starting materials: N[C@@H](CC(=O)OC(C)(C)C)C(=O)OC(C)(C)C (di-tert-butyl L-aspartate), BrCCO (2-bromoethanol), C(=O)([O-])[O-].[K+].[K+] (K2CO3).